The task is: describe an organic reaction: reactants, conditions, products, and yield. This data is from the Open Reaction Database (ORD), a public repository of structured organic reaction records. The reactants are ClCCOCCC (2-chloroethylpropylether), C([O-])([O-])=O.[K+].[K+] (potassium carbonate), [I-].[Na+] (sodium iodide), BrC1=C(C(=C(C=C1)O)C)C (4-bromo-2,3-dimethylphenol). Run in CN(C)C=O (DMF), O (water). Reaction conditions: time 10 hour. The product is BrC1=C(C(=C(C=C1)OCCOCCC)C)C (4-bromo-2,3-dimethyl-1-(2-propoxyethoxy)benzene). RXN SMILES: [Br:1][C:2]1[CH:7]=[CH:6][C:5]([OH:8])=[C:4]([CH3:9])[C:3]=1[CH3:10].C(=O)([O-])[O-].[K+].[K+].[I-].[Na+].Cl[CH2:20][CH2:21][O:22][CH2:23][CH2:24][CH3:25]>CN(C=O)C.O>[Br:1][C:2]1[CH:7]=[CH:6][C:5]([O:8][CH2:20][CH2:21][O:22][CH2:23][CH2:24][CH3:25])=[C:4]([CH3:9])[C:3]=1[CH3:10] |f:1.2.3,4.5|. Reported procedure: In DMF (82 ml) was dissolved 4-bromo-2,3-dimethylphenol (8.2 g). To the mixture were added potassium carbonate (7.3 g) and sodium iodide (6.1 g) and then was added dropwise 2-chloroethylpropylether (6.2 ml), and the mixture was stirred at 90 for 10 hours and cooled to room temperature. The reaction mixture was added to water, and the mixture was extracted with ethyl acetate, washed with saturated brine and dried with magnesium sulfate. Under reduced pressure, the solvent was evaporated, and the ...